This data is from the Open Reaction Database (ORD), a public repository of structured organic reaction records. The task is: describe an organic reaction: reactants, conditions, products, and yield The reactants are Cl.COC=1C=C(C=CC1OC)C1=CC=C(O1)C(OCC)=N (ethyl 5-(3,4-dimethoxyphenyl)-2-furimidate hydrochloride), COC(CN)OC (aminoacetaldehyde dimethyl acetal), CO (methanol). Solvent: Cl (HCl). The product is Cl.COC=1C=C(C=CC1OC)C1=CC=C(O1)C=1NC=CN1 (2-[5-(3,4-dimethoxyphenyl)-2-furyl]imidazole hydrochloride). Isolated yield 28.3%. As a reaction SMILES: [ClH:1].[CH3:2][O:3][C:4]1[CH:5]=[C:6]([C:12]2[O:16][C:15]([C:17](=[NH:21])OCC)=[CH:14][CH:13]=2)[CH:7]=[CH:8][C:9]=1[O:10][CH3:11].CO[CH:24](OC)[CH2:25][NH2:26].CO>Cl>[ClH:1].[CH3:2][O:3][C:4]1[CH:5]=[C:6]([C:12]2[O:16][C:15]([C:17]3[NH:21][CH:24]=[CH:25][N:26]=3)=[CH:14][CH:13]=2)[CH:7]=[CH:8][C:9]=1[O:10][CH3:11] |f:0.1,5.6|. Procedure: A mixture of 52.0 g (0.167 mole) of ethyl 5-(3,4-dimethoxyphenyl)-2-furimidate hydrochloride, 19.3 g (0.184 mole) of aminoacetaldehyde dimethyl acetal and 800 ml of anhydrous methanol was heated to reflux with dissolution. The solution was refluxed for 5 hours and the solvent was then removed on the Calab evaporator yielding a residual oil which was stirred in 800 ml of 3N HCl for ca. 20 hours at a temperature of 70°. The resulting solid was washed in refluxing acetic acid, filtered hot and drie...